Task: describe an organic reaction: reactants, conditions, products, and yield. Dataset: the Open Reaction Database (ORD), a public repository of structured organic reaction records Reactants: C#CC1(C)CCc2c(C)c(O)c(C)c(C)c2O1, CO, Ic1cccs1. Yields the product Cc1c(C)c2c(c(C)c1O)CCC(C)(C#Cc1cccs1)O2. RXN SMILES: [C:1](#[CH:2])[C:3]1([CH3:17])[O:4][c:5]2[c:6]([c:9]([CH3:16])[c:10]([OH:15])[c:11]([CH3:14])[c:12]2[CH3:13])[CH2:7][CH2:8]1.[CH3:24][OH:25].[I:18][c:19]1[s:20][cH:21][cH:22][cH:23]1>>[C:1](#[C:2][c:19]1[s:20][cH:21][cH:22][cH:23]1)[C:3]1([CH3:17])[O:4][c:5]2[c:6]([c:9]([CH3:16])[c:10]([OH:15])[c:11]([CH3:14])[c:12]2[CH3:13])[CH2:7][CH2:8]1. Yield: 10.0%. Procedure: A mixture of 6-methoxy-3-methyl-4-phenylisoquinolin-1(2H)-one (3.0 g) and 12 mL of POCl3 was heated to reflux for 1 h, then cooled to room temp and poured into ice. The mixture was extracted with EtOAc (3×). The combined organic solutions were washed with brine (1×) and saturated aqueous sodium carbonate (1×), then dried (Na2SO4) and concentrated. Flash chromatography (10% EtOAc/hexanes) gave 2.6 g of 1-chloro6-methoxy-3-methyl-4-phenylisoquinoline. Starting materials: COC=1C=C2C(=C(NC(C2=CC1)=O)C)C1=CC=CC=C1 (6-methoxy-3-methyl-4-phenylisoquinolin-1(2H)-one), O=P(Cl)(Cl)Cl (POCl3). Reaction SMILES: [CH3:1][O:2][C:3]1[CH:4]=[C:5]2[C:10](=[CH:11][CH:12]=1)[C:9](=O)[NH:8][C:7]([CH3:14])=[C:6]2[C:15]1[CH:20]=[CH:19][CH:18]=[CH:17][CH:16]=1.O=P(Cl)(Cl)[Cl:23]>>[Cl:23][C:9]1[C:10]2[C:5](=[CH:4][C:3]([O:2][CH3:1])=[CH:12][CH:11]=2)[C:6]([C:15]2[CH:20]=[CH:19][CH:18]=[CH:17][CH:16]=2)=[C:7]([CH3:14])[N:8]=1. Yields the product EtOAc hexanes, ClC1=NC(=C(C2=CC(=CC=C12)OC)C1=CC=CC=C1)C (1-chloro6-methoxy-3-methyl-4-phenylisoquinoline). The reactants are O=C([O-])[O-], C1COCCN1, COC(=O)c1cc(NC(=O)CCCCl)ccc1[N+](=O)[O-], CN(C)C=O, [K+], [K+]. The product is COC(=O)c1cc(N2CCCC2=O)ccc1[N+](=O)[O-]. Reaction SMILES: [C:27](=[O:28])([O-:29])[O-:30].[CH2:21]1[NH:22][CH2:23][CH2:24][O:25][CH2:26]1.[CH3:1][O:2][C:3]([c:4]1[c:5]([N+:17](=[O:18])[O-:19])[cH:6][cH:7][c:8]([NH:10][C:11]([CH2:12][CH2:13][CH2:14][Cl:15])=[O:16])[cH:9]1)=[O:20].[CH3:33][N:34]([CH3:35])[CH:36]=[O:37].[K+:31].[K+:32]>>[CH3:1][O:2][C:3]([c:4]1[c:5]([N+:17](=[O:18])[O-:19])[cH:6][cH:7][c:8]([N:10]2[C:11](=[O:16])[CH2:12][CH2:13][CH2:14]2)[cH:9]1)=[O:20]. Reactants: CCN(C(C)=O)c1ccc(F)c(Cl)c1, [K+], O=[N+]([O-])[O-], O=S(=O)(O)O. Yields the product CCN(C(C)=O)c1cc(Cl)c(F)cc1[N+](=O)[O-]. Reaction SMILES: [Cl:1][c:2]1[cH:3][c:4]([N:5]([C:6]([CH3:7])=[O:8])[CH2:9][CH3:10])[cH:11][cH:12][c:13]1[F:14].[K+:15].[O-:16][N+:17]([O-:18])=[O:19].[S:20](=[O:21])(=[O:22])([OH:23])[OH:24]>>[Cl:1][c:2]1[cH:3][c:4]([N:5]([C:6]([CH3:7])=[O:8])[CH2:9][CH3:10])[c:11]([N+:17](=[O:16])[O-:18])[cH:12][c:13]1[F:14]. The product is COc1ccnc(-c2ccccc2Sc2nc3ccccc3[nH]2)c1. As a reaction SMILES: [CH3:22][O:23][c:24]1[cH:25][cH:26][n:27][cH:28][cH:29]1.[ClH:36].[N:18]([O-:19])=[O:20].[Na+:21].[OH2:37].[cH:30]1[cH:31][cH:32][n:33][cH:34][cH:35]1.[nH:1]1[c:2]([S:10][c:11]2[c:12]([NH2:17])[cH:13][cH:14][cH:15][cH:16]2)[n:3][c:4]2[c:5]1[cH:6][cH:7][cH:8][cH:9]2>>[n:1]1[c:2]([S:10][c:11]2[c:12](-[c:26]3[cH:25][c:24]([O:23][CH3:22])[cH:29][cH:28][n:27]3)[cH:13][cH:14][cH:15][cH:16]2)[nH:3][c:4]2[c:5]1[cH:6][cH:7][cH:8][cH:9]2. Reactants: COc1ccncc1, Cl, O=N[O-], [Na+], O, c1ccncc1, Nc1ccccc1Sc1nc2ccccc2[nH]1. Starting materials: C(C1=CC=CC=C1)N1C[C@H]([C@@H]([C@@H](C1)CF)O)OCC1=CC=CC=C1 ((3R,4R,5R)-1-benzyl-3-(benzyloxy)-5-(fluoromethyl)piperidin-4-ol), Cl (HCl). The solvent is CCO (EtOH), 2-PrOH. Run at time 8 hour. Yields the product Cl.FC[C@H]1[C@H]([C@@H](CNC1)O)O ((3R,4R,5R)-5-(fluoromethyl)piperidine-3,4-diol hydrochloride). Reaction SMILES: C([N:8]1[CH2:13][C@@H:12]([CH2:14][F:15])[C@@H:11]([OH:16])[C@H:10]([O:17]CC2C=CC=CC=2)[CH2:9]1)C1C=CC=CC=1.[ClH:25]>CCO>[ClH:25].[F:15][CH2:14][C@@H:12]1[CH2:13][NH:8][CH2:9][C@@H:10]([OH:17])[C@@H:11]1[OH:16] |f:3.4|. Procedure: To a solution of 7 (7.5 g, 22.8 mmol) in EtOH (150 mL) was added 5N HCl in 2-PrOH (7 mL). The solution was evaporated in vacuo, then co-evaporated 2× more with EtOH. The resulting material was dissolved in EtOH (100 mL) and the resulting solution was hydrogenated overnight with Pd(OH)2 at 50 psi. The catalyst was removed by filtration and the filtrate was evaporated in vacuo. The residue was triturated with acetone and a pale yellow solid was collected. The resulting solid was recrystallized fro... Reactants: C(C1=CC=CC=C1)OP(=O)(OCC1=CC=CC=C1)OCCC(C(=O)O)(C)C (4-{[bis(benzyloxy)phosphoryl]oxy}-2,2-dimethylbutanoic acid), CN(C)C=O (DMF), C(C(=O)Cl)(=O)Cl (oxalyl chloride). Run in ClCCl (dichloromethane), ClCCl (dichloromethane). The product is P(=O)(OCC1=CC=CC=C1)(OCC1=CC=CC=C1)OCCC(C(=O)Cl)(C)C (dibenzyl 4-chloro-3,3-dimethyl-4-oxobutyl phosphate). Reaction SMILES: [CH2:1]([O:8][P:9]([O:19][CH2:20][CH2:21][C:22]([CH3:27])([CH3:26])[C:23](O)=[O:24])([O:11][CH2:12][C:13]1[CH:18]=[CH:17][CH:16]=[CH:15][CH:14]=1)=[O:10])[C:2]1[CH:7]=[CH:6][CH:5]=[CH:4][CH:3]=1.CN(C=O)C.C(Cl)(=O)C([Cl:36])=O>ClCCl>[P:9]([O:19][CH2:20][CH2:21][C:22]([CH3:27])([CH3:26])[C:23]([Cl:36])=[O:24])([O:11][CH2:12][C:13]1[CH:18]=[CH:17][CH:16]=[CH:15][CH:14]=1)([O:8][CH2:1][C:2]1[CH:7]=[CH:6][CH:5]=[CH:4][CH:3]=1)=[O:10]. Reported procedure: To a solution of the product from Example 11B (0.211 g, 0.538 mmol) in dichloromethane (1.35 mL) at 0° C. were added DMF (4 μL) and a solution of oxalyl chloride in dichloromethane (2M, 0.538 mL) and the mixture was stirred for 45 minutes at 0° C. The solvent was evaporated under reduced pressure and the residue was used without further purification. The reactants are C1CCOC1, C[Si](C)(C)CCOCOc1cnccc1C(=O)c1ccc(C2CC2)cc1, [Na+], O, O=C([O-])O, Cc1ccc(S(=O)(=O)O)cc1. Yields the product O=C(c1ccc(C2CC2)cc1)c1ccncc1O. As a reaction SMILES: [CH2:44]1[O:45][CH2:46][CH2:47][CH2:48]1.[CH:13]1([c:16]2[cH:17][cH:18][c:19]([C:22](=[O:23])[c:24]3[c:25]([O:30][CH2:31][O:32][CH2:33][CH2:34][Si:35]([CH3:36])([CH3:37])[CH3:38])[cH:26][n:27][cH:28][cH:29]3)[cH:20][cH:21]2)[CH2:14][CH2:15]1.[Na+:39].[OH2:1].[OH:40][C:41](=[O:42])[O-:43].[c:2]1([CH3:3])[cH:4][cH:5][c:6]([S:7]([OH:8])(=[O:9])=[O:10])[cH:11][cH:12]1>>[CH:13]1([c:16]2[cH:17][cH:18][c:19]([C:22](=[O:23])[c:24]3[c:25]([OH:30])[cH:26][n:27][cH:28][cH:29]3)[cH:20][cH:21]2)[CH2:14][CH2:15]1. Starting materials: [BH4-], CCO, CC1(c2ccccc2)CCC(=O)CC1, [Na+]. The product is CC1(c2ccccc2)CCC(O)CC1. Reaction SMILES: [BH4-:15].[CH3:17][CH2:18][OH:19].[CH3:1][C:2]1([c:9]2[cH:10][cH:11][cH:12][cH:13][cH:14]2)[CH2:3][CH2:4][C:5](=[O:8])[CH2:6][CH2:7]1.[Na+:16]>>[CH3:1][C:2]1([c:9]2[cH:10][cH:11][cH:12][cH:13][cH:14]2)[CH2:3][CH2:4][CH:5]([OH:8])[CH2:6][CH2:7]1.